From a dataset of the Open Reaction Database (ORD), a public repository of structured organic reaction records. describe an organic reaction: reactants, conditions, products, and yield The reactants are C1CCOC1, COC(=O)c1ccc(OCCOC(F)(F)F)c(OC)c1, [Li+], [OH-], O. The product is COc1cc(C(=O)O)ccc1OCCOC(F)(F)F. As a reaction SMILES: [CH2:23]1[O:24][CH2:25][CH2:26][CH2:27]1.[CH3:1][O:2][c:3]1[cH:4][c:5]([C:6](=[O:7])[O:8][CH3:9])[cH:10][cH:11][c:12]1[O:13][CH2:14][CH2:15][O:16][C:17]([F:18])([F:19])[F:20].[Li+:22].[OH-:21].[OH2:28]>>[CH3:1][O:2][c:3]1[cH:4][c:5]([C:6](=[O:7])[OH:8])[cH:10][cH:11][c:12]1[O:13][CH2:14][CH2:15][O:16][C:17]([F:18])([F:19])[F:20]. Reactants: ClC1=C(C(=NC2=CC(=CC(=C12)F)F)C1=C(C=CC(=C1)C)S(=O)(=O)C)C (4-chloro-5,7-difluoro-3-methyl-2-(5-methyl-2-(methylsulfonyl)phenyl)quinoline), O1CCN(CC1)C=1C=C(C=NC1)N (5-morpholinopyridin-3-amine). Solvent: C1(=CC=CC=C1)C (toluene). Yields the product FC1=C2C(=C(C(=NC2=CC(=C1)F)C1=C(C=CC(=C1)C)S(=O)(=O)C)C)NC=1C=NC=C(C1)N1CCOCC1 (5,7-difluoro-3-methyl-2-(5-methyl-2-(methylsulfonyl)phenyl)-N-(5-morpholinopyridin-3-yl)quinolin-4-amine). RXN SMILES: Cl[C:2]1[C:11]2[C:6](=[CH:7][C:8]([F:13])=[CH:9][C:10]=2[F:12])[N:5]=[C:4]([C:14]2[CH:19]=[C:18]([CH3:20])[CH:17]=[CH:16][C:15]=2[S:21]([CH3:24])(=[O:23])=[O:22])[C:3]=1[CH3:25].[O:26]1[CH2:31][CH2:30][N:29]([C:32]2[CH:33]=[C:34]([NH2:38])[CH:35]=[N:36][CH:37]=2)[CH2:28][CH2:27]1>C1(C)C=CC=CC=1>[F:12][C:10]1[CH:9]=[C:8]([F:13])[CH:7]=[C:6]2[C:11]=1[C:2]([NH:38][C:34]1[CH:35]=[N:36][CH:37]=[C:32]([N:29]3[CH2:30][CH2:31][O:26][CH2:27][CH2:28]3)[CH:33]=1)=[C:3]([CH3:25])[C:4]([C:14]1[CH:19]=[C:18]([CH3:20])[CH:17]=[CH:16][C:15]=1[S:21]([CH3:24])(=[O:23])=[O:22])=[N:5]2. Reported procedure: Essentially prepared according to Procedure H using 4-chloro-5,7-difluoro-3-methyl-2-(5-methyl-2-(methylsulfonyl)phenyl)quinoline (60.0 mg, 0.16 mmol) and 5-morpholinopyridin-3-amine in toluene to give 5,7-difluoro-3-methyl-2-(5-methyl-2-(methylsulfonyl)phenyl)-N-(5-morpholinopyridin-3-yl)quinolin-4-amine. 1H NMR (CDCl3) δ ppm 8.05 (1H, d, J=8.0 Hz), 7.83-7.92 (2H, m), 7.44-7.52 (2H, m), 7.00-7.24 (3H, m), 6.54-6.59 (1H, m), 3.79 (3H, t, J=4.9 Hz), 3.09-3.25 (4H, m), 3.07 (2H, s), 2.50 (2H, s), ... The reactants are O=C[C@H](O)[C@@H](O)[C@H](O)[C@H](O)CO (glucose), oligosaccharide, C(C)(=O)[O-].[Na+] (sodium acetate), Cl.C1(=CC=C(C=C1)NN)C (p-tolylhydrazine hydrochloride), Teflon-silicone, oligosaccharide, C1(=CC=C(C=C1)NN=C[C@H](O[C@H]1[C@H](O)[C@@H](O)[C@H](O)[C@H](O1)CO)[C@@H](O)[C@H](O)[C@H](O)CO)C (2-O-β-D-glucopyranosyl-D-glucose p-tolylhydrazone), O=C[C@H](O)[C@@H](O)[C@H](O)[C@H](O)CO (D-glucose), O=CC(=O)[C@@H](O)[C@H](O)[C@H](O)CO (D-arabino-hexos-2-ulose). Run in O (water), O (water), O (water). Reaction conditions: temperature 70 celsius. The product is [C@@H]1([C@H](O)[C@@H](O)[C@H](O)[C@H](O1)CO)O[C@@H](C=O)[C@@H](O)[C@H](O)[C@H](O)CO (2-O-β-D-glucopyranosy-D-glucose). Reaction SMILES: C([O-])(=O)C.[Na+].Cl.C1(C)C=CC(NN)=CC=1.[O:16]=[CH:17][C@@H:18]([C@H:20]([C@@H:22]([C@@H:24]([CH2:26][OH:27])[OH:25])[OH:23])[OH:21])[OH:19].[O:28]=[CH:29][C:30]([C@H:32]([C@@H:34]([C@@H:36]([CH2:38][OH:39])[OH:37])[OH:35])[OH:33])=O.C1(C)C=CC(NN=C[C@@H]([C@H]([C@@H]([C@@H](CO)O)O)O)O[C@@H]2O[C@H](CO)[C@@H](O)[C@H](O)[C@H]2O)=CC=1>O>[C@@H:26]1([O:27][C@H:30]([C@H:32]([C@@H:34]([C@@H:36]([CH2:38][OH:39])[OH:37])[OH:35])[OH:33])[CH:29]=[O:28])[O:19][C@H:18]([CH2:17][OH:16])[C@@H:20]([OH:21])[C@H:22]([OH:23])[C@H:24]1[OH:25] |f:0.1,2.3|. Procedure: This oligosaccharide (5 μmol), sodium acetate (10 μmol) and p-tolylhydrazine hydrochloride (30 μmol) were dissolved in 0.15 mL water in a small vial (Pierce reacti-vial, 0.2 mL capacity, with Tuf-bond Teflon-silicone cap seals). The vial was sealed under argon and warmed on a heating block to 70° C. for 6 hours; the solution became yellow over time and gave a yellow crystalline precipitate, which increased upon cooling to room temperature overnight. The water-insoluble material was the cleavage ... Starting materials: CC(C)(C)OC(=O)N1CCOc2c(Br)cccc2C1, CCO, Cc1ccccc1, [Na+], [Na+], O=C([O-])[O-], O, OB(O)c1ccccc1, c1ccc(P(c2ccccc2)(c2ccccc2)[Pd](P(c2ccccc2)(c2ccccc2)c2ccccc2)(P(c2ccccc2)(c2ccccc2)c2ccccc2)P(c2ccccc2)(c2ccccc2)c2ccccc2)cc1. Yields the product CC(C)(C)OC(=O)N1CCOc2c(cccc2-c2ccccc2)C1. RXN SMILES: [Br:1][c:2]1[cH:3][cH:4][cH:5][c:6]2[c:12]1[O:11][CH2:10][CH2:9][N:8]([C:13](=[O:14])[O:15][C:16]([CH3:17])([CH3:18])[CH3:19])[CH2:7]2.[CH3:30][CH2:31][OH:32].[CH3:39][c:40]1[cH:41][cH:42][cH:43][cH:44][cH:45]1.[Na+:33].[Na+:34].[O-:35][C:36](=[O:37])[O-:38].[OH2:29].[OH:20][B:21]([OH:22])[c:23]1[cH:24][cH:25][cH:26][cH:27][cH:28]1.[cH:46]1[cH:47][cH:48][c:49]([P:50]([Pd:51]([P:52]([c:53]2[cH:54][cH:55][cH:56][cH:57][cH:58]2)([c:59]2[cH:60][cH:61][cH:62][cH:63][cH:64]2)[c:65]2[cH:66][cH:67][cH:68][cH:69][cH:70]2)([P:71]([c:72]2[cH:73][cH:74][cH:75][cH:76][cH:77]2)([c:78]2[cH:79][cH:80][cH:81][cH:82][cH:83]2)[c:84]2[cH:85][cH:86][cH:87][cH:88][cH:89]2)[P:90]([c:91]2[cH:92][cH:93][cH:94][cH:95][cH:96]2)([c:97]2[cH:98][cH:99][cH:100][cH:101][cH:102]2)[c:103]2[cH:104][cH:105][cH:106][cH:107][cH:108]2)([c:109]2[cH:110][cH:111][cH:112][cH:113][cH:114]2)[c:115]2[cH:116][cH:117][cH:118][cH:119][cH:120]2)[cH:121][cH:122]1>>[c:2]1(-[c:23]2[cH:24][cH:25][cH:26][cH:27][cH:28]2)[cH:3][cH:4][cH:5][c:6]2[c:12]1[O:11][CH2:10][CH2:9][N:8]([C:13](=[O:14])[O:15][C:16]([CH3:17])([CH3:18])[CH3:19])[CH2:7]2.